This data is from the Open Reaction Database (ORD), a public repository of structured organic reaction records. The task is: describe an organic reaction: reactants, conditions, products, and yield Yields the product ClC=1C=CC(=C(C1)C1=CC(N(C=C1OC)C(C(=O)NC1=CC=C(C(=O)O)C=C1)C[C@H]1OCCC1)=O)C#N (4-({2-[4-(5-Chloro-2-cyanophenyl)-5-methoxy-2-oxopyridin-1(2H)-yl]-3-[(2S)-tetrahydrofuran-2-yl]propanoyl}amino)benzoic acid). Procedure details: 1612 mg (2.78 mmol) of tert-butyl 4-({2-[4-(5-chloro-2-cyanophenyl)-5-methoxy-2-oxopyridin-1(2H)-yl]-3-[(2S)-tetrahydrofuran-2-yl]propanoyl}amino)benzoate (mixture of enantiomerically pure diastereomers 1 and 2) were hydrolysed with TFA according to General Method 2. Yield: 1270 mg (purity 90%, 79% of theory) As a reaction SMILES: [Cl:1][C:2]1[CH:3]=[CH:4][C:5]([C:40]#[N:41])=[C:6]([C:8]2[C:13]([O:14][CH3:15])=[CH:12][N:11]([CH:16]([CH2:33][C@@H:34]3[CH2:38][CH2:37][CH2:36][O:35]3)[C:17]([NH:19][C:20]3[CH:32]=[CH:31][C:23]([C:24]([O:26]C(C)(C)C)=[O:25])=[CH:22][CH:21]=3)=[O:18])[C:10](=[O:39])[CH:9]=2)[CH:7]=1.C(O)(C(F)(F)F)=O>>[Cl:1][C:2]1[CH:3]=[CH:4][C:5]([C:40]#[N:41])=[C:6]([C:8]2[C:13]([O:14][CH3:15])=[CH:12][N:11]([CH:16]([CH2:33][C@@H:34]3[CH2:38][CH2:37][CH2:36][O:35]3)[C:17]([NH:19][C:20]3[CH:32]=[CH:31][C:23]([C:24]([OH:26])=[O:25])=[CH:22][CH:21]=3)=[O:18])[C:10](=[O:39])[CH:9]=2)[CH:7]=1. Reactants: ClC=1C=CC(=C(C1)C1=CC(N(C=C1OC)C(C(=O)NC1=CC=C(C(=O)OC(C)(C)C)C=C1)C[C@H]1OCCC1)=O)C#N (tert-butyl 4-({2-[4-(5-chloro-2-cyanophenyl)-5-methoxy-2-oxopyridin-1(2H)-yl]-3-[(2S)-tetrahydrofuran-2-yl]propanoyl}amino)benzoate), C(=O)(C(F)(F)F)O (TFA). Reactants: BrCCCCCCBr, CCCC[N+](CCCC)(CCCC)CCCC, O=S(=O)([O-])O, OCCCCc1ccccc1. Yields the product BrCCCCCCOCCCCc1ccccc1. RXN SMILES: [Br:1][CH2:2][CH2:3][CH2:4][CH2:5][CH2:6][CH2:7][Br:8].[CH2:25]([N+:26]([CH2:27][CH2:28][CH2:29][CH3:30])([CH2:31][CH2:32][CH2:33][CH3:34])[CH2:35][CH2:36][CH2:37][CH3:38])[CH2:39][CH2:40][CH3:41].[S:20]([O-:21])([OH:22])(=[O:23])=[O:24].[c:9]1([CH2:15][CH2:16][CH2:17][CH2:18][OH:19])[cH:10][cH:11][cH:12][cH:13][cH:14]1>>[CH2:2]([CH2:3][CH2:4][CH2:5][CH2:6][CH2:7][Br:8])[O:19][CH2:18][CH2:17][CH2:16][CH2:15][c:9]1[cH:10][cH:11][cH:12][cH:13][cH:14]1.